This data is from the Open Reaction Database (ORD), a public repository of structured organic reaction records. The task is: describe an organic reaction: reactants, conditions, products, and yield The reactants are C[C@@H]1N(CCC1)C[C@@H]1[C@H](C1)C1=CC=C(C=C1)N1N=CC=CC1=O (2-(4-((1S,2S)-2-(((S)-2-methylpyrrolidin-1-yl)methyl)cyclopropyl)phenyl)pyridazin-3(2H)-one), C([C@@H](O)[C@H](O)C(=O)O)(=O)O (D-tartaric acid). Run in CO (methanol). Reaction conditions: time 30 minute. The product is O[C@H](C(=O)O)[C@@H](C(=O)O)O.C[C@@H]1N(CCC1)C[C@@H]1[C@H](C1)C1=CC=C(C=C1)N1N=CC=CC1=O (2-{4-[(1S,2S)-2-((S)-2-Methyl-pyrrolidin-1-ylmethyl)-cyclopropyl]-phenyl}-2H-pyridazin-3-one (2S,3S)-2,3-dihydroxy-succinic acid). As a reaction SMILES: [CH3:1][C@H:2]1[CH2:6][CH2:5][CH2:4][N:3]1[CH2:7][C@H:8]1[CH2:10][C@@H:9]1[C:11]1[CH:16]=[CH:15][C:14]([N:17]2[C:22](=[O:23])[CH:21]=[CH:20][CH:19]=[N:18]2)=[CH:13][CH:12]=1.[C:24]([OH:33])(=[O:32])[C@H:25]([C@@H:27]([C:29]([OH:31])=[O:30])[OH:28])[OH:26]>CO>[OH:28][C@@H:27]([C@H:25]([OH:26])[C:24]([OH:33])=[O:32])[C:29]([OH:31])=[O:30].[CH3:1][C@H:2]1[CH2:6][CH2:5][CH2:4][N:3]1[CH2:7][C@H:8]1[CH2:10][C@@H:9]1[C:11]1[CH:16]=[CH:15][C:14]([N:17]2[C:22](=[O:23])[CH:21]=[CH:20][CH:19]=[N:18]2)=[CH:13][CH:12]=1 |f:3.4|. Reported procedure: A solution of the product from the Example 34G, 2-(4-((1S,2S)-2-(((S)-2-methylpyrrolidin-1-yl)methyl)cyclopropyl)phenyl)pyridazin-3(2H)-one, (615 mg, 0.5 mmol) in methanol (10 mL) was treated with D-tartaric acid (350 mg) and stirred at ambient temperature for 30 minutes. The mixture was concentrated under the reduced pressure and the residue was crystallized in 2-propanol/acetone to provide the title product as white crystalline solid. M.P. 145-147.1° C. Anal. Calc. for C23H26N2.C4H6O6: C, 60.1... The reactants are N1=C(C=CC2=CC=CC=C12)COC=1C=C(C=CC1)C=CC(=O)C1=CC=C(C#N)C=C1 (4-(3-(3-(2-quinolinylmethyloxy)phenyl)-1-oxo-2-propen-l-yl)benzonitrile), [H][H] (hydrogen). The reagents and catalysts are [Pd] (palladium). Solvent: C(C)(=O)OCC (ethyl acetate). Yields the product N1=C(C=CC2=CC=CC=C12)COC=1C=C(C=CC1)CCCC1=CC=C(C#N)C=C1 (4-(3-(3(2-quinolinylmethyloxy)phenyl)propyl)benzonitrile). As a reaction SMILES: [N:1]1[C:10]2[C:5](=[CH:6][CH:7]=[CH:8][CH:9]=2)[CH:4]=[CH:3][C:2]=1[CH2:11][O:12][C:13]1[CH:14]=[C:15]([CH:19]=[CH:20][C:21]([C:23]2[CH:30]=[CH:29][C:26]([C:27]#[N:28])=[CH:25][CH:24]=2)=O)[CH:16]=[CH:17][CH:18]=1.[H][H]>C(OCC)(=O)C.[Pd]>[N:1]1[C:10]2[C:5](=[CH:6][CH:7]=[CH:8][CH:9]=2)[CH:4]=[CH:3][C:2]=1[CH2:11][O:12][C:13]1[CH:14]=[C:15]([CH2:19][CH2:20][CH2:21][C:23]2[CH:30]=[CH:29][C:26]([C:27]#[N:28])=[CH:25][CH:24]=2)[CH:16]=[CH:17][CH:18]=1. Reported procedure: A solution of 4-(3-(3-(2-quinolinylmethyloxy)phenyl)-1-oxo-2-propen-l-yl)benzonitrile (0.008 mol) in ethyl acetate (150 ml) is shaken under 50 psi of hydrogen gas in the presence of 10% palladium an carbon catalyst (1.0 g). The reaction is filtered through a celite pad and evaporated to give 4-(3-(3(2-quinolinylmethyloxy)phenyl)propyl)benzonitrile.